Dataset: the Open Reaction Database (ORD), a public repository of structured organic reaction records. Task: describe an organic reaction: reactants, conditions, products, and yield Reactants: O=C([O-])[O-], CCOC(C)=O, COc1ccc(N(C)c2nc(CCl)nc3ccccc23)cc1, Cl, [Cs+], [Cs+], NCCCO, CN(C)C=O. Product: COc1ccc(N(C)c2nc(CNCCCO)nc3ccccc23)cc1. Reaction SMILES: [C:24](=[O:25])([O-:26])[O-:27].[CH3:35][CH2:36][O:37][C:38]([CH3:39])=[O:40].[Cl:2][CH2:3][c:4]1[n:5][c:6]2[cH:7][cH:8][cH:9][cH:10][c:11]2[c:12]([N:14]([CH3:15])[c:16]2[cH:17][cH:18][c:19]([O:22][CH3:23])[cH:20][cH:21]2)[n:13]1.[ClH:1].[Cs+:28].[Cs+:29].[NH2:30][CH2:31][CH2:32][CH2:33][OH:34].[O:41]=[CH:42][N:43]([CH3:44])[CH3:45]>>[CH2:3]([c:4]1[n:5][c:6]2[cH:7][cH:8][cH:9][cH:10][c:11]2[c:12]([N:14]([CH3:15])[c:16]2[cH:17][cH:18][c:19]([O:22][CH3:23])[cH:20][cH:21]2)[n:13]1)[NH:30][CH2:31][CH2:32][CH2:33][OH:34]. Starting materials: ClC1=C(OCC2CO2)C=C(C=C1)C (1-(2-Chloro-5-methylphenoxy)-2,3-epoxypropane), O([N+](=O)[O-])CCCNC(=O)NCCN (2-[(3-nitroxypropylamino)-carbonylamino]-ethylamine). Run in C(CCC)O (n-butanol). Yields the product ClC1=C(OCC(CNCCNC(=O)NCCCO[N+](=O)[O-])O)C=C(C=C1)C (1-(2-Chloro-5-methylphenoxy)-3-[2-[(3-nitroxypropylamino)-carbonylamino]-ethylamino]-propan-2-ol). RXN SMILES: [Cl:1][C:2]1[CH:12]=[CH:11][C:10]([CH3:13])=[CH:9][C:3]=1[O:4][CH2:5][CH:6]1[O:8][CH2:7]1.[O:14]([CH2:18][CH2:19][CH2:20][NH:21][C:22]([NH:24][CH2:25][CH2:26][NH2:27])=[O:23])[N+:15]([O-:17])=[O:16]>C(O)CCC>[Cl:1][C:2]1[CH:12]=[CH:11][C:10]([CH3:13])=[CH:9][C:3]=1[O:4][CH2:5][CH:6]([OH:8])[CH2:7][NH:27][CH2:26][CH2:25][NH:24][C:22]([NH:21][CH2:20][CH2:19][CH2:18][O:14][N+:15]([O-:17])=[O:16])=[O:23]. Procedure: 3.1 g. 1-(2-Chloro-5-methylphenoxy)-2,3-epoxypropane and 8.5 g. 2-[(3-nitroxypropylamino)-carbonylamino]-ethylamine in 100 ml. n-butanol are stirred at ambient temperature for 18 hours. The solvent is distilled off at 30° C. bath temperature under oil pump vacuum, the residue is dissolved in 150 ml. ethyl acetate and this solution is washed 4 times with 60 ml. amounts of water. The organic phase is dried and evaporated and the residue is chromatographed on silica gel with methylene chloride/meth... Starting materials: ClC(Cl)(Cl)Cl, OCc1ccc(COc2ccccc2)cn1, c1ccc(P(c2ccccc2)c2ccccc2)cc1. The product is ClCc1ccc(COc2ccccc2)cn1. Reaction SMILES: [C:36]([Cl:37])([Cl:38])([Cl:39])[Cl:40].[O:1]([c:2]1[cH:3][cH:4][cH:5][cH:6][cH:7]1)[CH2:8][c:9]1[cH:10][cH:11][c:12]([CH2:15][OH:16])[n:13][cH:14]1.[c:17]1([P:18]([c:19]2[cH:20][cH:21][cH:22][cH:23][cH:24]2)[c:25]2[cH:26][cH:27][cH:28][cH:29][cH:30]2)[cH:31][cH:32][cH:33][cH:34][cH:35]1>>[O:1]([c:2]1[cH:3][cH:4][cH:5][cH:6][cH:7]1)[CH2:8][c:9]1[cH:10][cH:11][c:12]([CH2:15][Cl:37])[n:13][cH:14]1. Reactants: C([O-])([O-])=O.[K+].[K+] (potassium carbonate), C(C)OC(=O)C1=NN(C(=C1)CBr)C1=C(C=CC=C1Cl)Cl (5-bromomethyl-1-(2,6-dichloro-phenyl)-1H-pyrazole-3-carboxylic acid ethyl ester), BrC1=CC=C(C=C1)O (4-bromophenol). The solvent is C(C)#N (ACN). Yields the product C(C)OC(=O)C1=NN(C(=C1)COC1=CC=C(C=C1)Br)C1=C(C=CC=C1Cl)Cl (5-(4-bromophenoxymethyl)-1-(2,6-dichlorophenyl)-1H-pyrazole-3-carboxylic acid ethyl ester), solid. The yield is 100.0%. Reaction SMILES: [CH2:1]([O:3][C:4]([C:6]1[CH:10]=[C:9]([CH2:11]Br)[N:8]([C:13]2[C:18]([Cl:19])=[CH:17][CH:16]=[CH:15][C:14]=2[Cl:20])[N:7]=1)=[O:5])[CH3:2].[Br:21][C:22]1[CH:27]=[CH:26][C:25]([OH:28])=[CH:24][CH:23]=1.C(=O)([O-])[O-].[K+].[K+]>C(#N)C>[CH2:1]([O:3][C:4]([C:6]1[CH:10]=[C:9]([CH2:11][O:28][C:25]2[CH:26]=[CH:27][C:22]([Br:21])=[CH:23][CH:24]=2)[N:8]([C:13]2[C:18]([Cl:19])=[CH:17][CH:16]=[CH:15][C:14]=2[Cl:20])[N:7]=1)=[O:5])[CH3:2] |f:2.3.4|. Reported procedure: Into a 500 mL flask was weighed 19.3 g (53 mmol) of 5-bromomethyl-1-(2,6-dichloro-phenyl)-1H-pyrazole-3-carboxylic acid ethyl ester, 13.7 g (79 mmol) of 4-bromophenol, 10.9 mg (79 mmol) of potassium carbonate, and 100 mL of ACN. The reaction mixture was heated to reflux for 4 h. After cooling, the crude reaction mixture was washed into a separatory funnel with ethyl acetate and water. The organic layer was separated, washed with brine, dried (Na2SO4), and concentrated in vacuo. The residue was p... RXN SMILES: [Br:1][c:2]1[cH:3][c:4]([NH:10][c:11]2[n:12][n:13]([CH2:16][CH2:17][N:18]([C:19]([O:20][C:21]([CH3:22])([CH3:23])[CH3:24])=[O:25])[CH3:26])[cH:14][cH:15]2)[c:5](=[O:9])[n:6]([CH3:8])[cH:7]1.[C:27]([CH3:28])(=[O:29])[O:30][CH2:31][c:32]1[c:33]([N:47]2[C:48](=[O:60])[c:49]3[n:50]([c:51]4[c:56]([cH:57]3)[CH2:55][CH2:54][CH2:53][CH2:52]4)[CH2:58][CH2:59]2)[cH:34][cH:35][cH:36][c:37]1[B:38]1[O:39][C:40]([CH3:41])([CH3:42])[C:43]([CH3:44])([CH3:45])[O:46]1.[CH3:70][C:71]#[N:72].[K+:66].[K+:67].[K+:68].[OH2:69].[P:61]([O-:62])([O-:63])([O-:64])=[O:65]>>[c:2]1(-[c:37]2[c:32]([CH2:31][O:30][C:27]([CH3:28])=[O:29])[c:33]([N:47]3[C:48](=[O:60])[c:49]4[n:50]([c:51]5[c:56]([cH:57]4)[CH2:55][CH2:54][CH2:53][CH2:52]5)[CH2:58][CH2:59]3)[cH:34][cH:35][cH:36]2)[cH:3][c:4]([NH:10][c:11]2[n:12][n:13]([CH2:16][CH2:17][N:18]([C:19]([O:20][C:21]([CH3:22])([CH3:23])[CH3:24])=[O:25])[CH3:26])[cH:14][cH:15]2)[c:5](=[O:9])[n:6]([CH3:8])[cH:7]1. Starting materials: CN(CCn1ccc(Nc2cc(Br)cn(C)c2=O)n1)C(=O)OC(C)(C)C, CC(=O)OCc1c(B2OC(C)(C)C(C)(C)O2)cccc1N1CCn2c(cc3c2CCCC3)C1=O, CC#N, [K+], [K+], [K+], O, O=P([O-])([O-])[O-]. The product is CC(=O)OCc1c(-c2cc(Nc3ccn(CCN(C)C(=O)OC(C)(C)C)n3)c(=O)n(C)c2)cccc1N1CCn2c(cc3c2CCCC3)C1=O. Reactants: CC(C)(C)OC(=O)N1CCCC(c2ccccc2)C1C(=O)O, C1CCOC1. Product: CC(C)(C)OC(=O)N1CCCC(c2ccccc2)C1CO. Reaction SMILES: [C:1]([CH3:2])([CH3:3])([CH3:4])[O:5][C:6](=[O:7])[N:8]1[CH:9]([C:20](=[O:21])[OH:22])[CH:10]([c:14]2[cH:15][cH:16][cH:17][cH:18][cH:19]2)[CH2:11][CH2:12][CH2:13]1.[CH2:23]1[O:24][CH2:25][CH2:26][CH2:27]1>>[C:1]([CH3:2])([CH3:3])([CH3:4])[O:5][C:6](=[O:7])[N:8]1[CH:9]([CH2:20][OH:21])[CH:10]([c:14]2[cH:15][cH:16][cH:17][cH:18][cH:19]2)[CH2:11][CH2:12][CH2:13]1. The solvent is C(Cl)Cl (methylene chloride). Procedure: To a solution of phosphorus pentachloride (11.11 g) in methylene chloride (167.8 ml) was added (Z)-2-(5-amino-1,2,4-thiadiazol-3-yl)-2-(1-tert-butoxycarbonyl-1-methylethoxyimino)acetic acid (16.78 g) at -20° C. The resultant mixture was stirred at -20° to -10° C. for 1.5 hours, and to the mixture was added dropwise diisopropyl ether (671.2 ml) at -20° to -10° C. The mixture was stirred under ice-cooling for 1 hour and the resultant precipitate was collected by filtration to give (Z)-2-(5-amino-1... The product is Cl.NC1=NC(=NS1)/C(/C(=O)Cl)=N/OC(C)(C)C(=O)OC(C)(C)C ((Z)-2-(5-amino-1,2,4-thiadiazol-3-yl)-2-(1-tert-butoxycarbonyl-1-methylethoxyimino)acetyl chloride hydrochloride). Yield: 144.0%. RXN SMILES: P(Cl)(Cl)(Cl)(Cl)[Cl:2].[NH2:7][C:8]1[S:12][N:11]=[C:10](/[C:13](=[N:17]/[O:18][C:19]([C:22]([O:24][C:25]([CH3:28])([CH3:27])[CH3:26])=[O:23])([CH3:21])[CH3:20])/[C:14](O)=[O:15])[N:9]=1.C(OC(C)C)(C)C>C(Cl)Cl>[ClH:2].[NH2:7][C:8]1[S:12][N:11]=[C:10](/[C:13](=[N:17]/[O:18][C:19]([C:22]([O:24][C:25]([CH3:28])([CH3:27])[CH3:26])=[O:23])([CH3:21])[CH3:20])/[C:14]([Cl:2])=[O:15])[N:9]=1 |f:4.5|. Starting materials: P(Cl)(Cl)(Cl)(Cl)Cl (phosphorus pentachloride), NC1=NC(=NS1)/C(/C(=O)O)=N/OC(C)(C)C(=O)OC(C)(C)C ((Z)-2-(5-amino-1,2,4-thiadiazol-3-yl)-2-(1-tert-butoxycarbonyl-1-methylethoxyimino)acetic acid), C(C)(C)OC(C)C (diisopropyl ether), resultant mixture. Reactants: N#Cc1ccc(O)cc1, Clc1nc(Nc2cc[nH]n2)cc2ccccc12. The product is N#Cc1ccc(Oc2nc(Nc3cc[nH]n3)cc3ccccc23)cc1. Reaction SMILES: [C:18](#[N:19])[c:20]1[cH:21][cH:22][c:23]([OH:26])[cH:24][cH:25]1.[Cl:1][c:2]1[n:3][c:4]([NH:12][c:13]2[n:14][nH:15][cH:16][cH:17]2)[cH:5][c:6]2[cH:7][cH:8][cH:9][cH:10][c:11]12>>[c:2]1([O:26][c:23]2[cH:22][cH:21][c:20]([C:18]#[N:19])[cH:25][cH:24]2)[n:3][c:4]([NH:12][c:13]2[n:14][nH:15][cH:16][cH:17]2)[cH:5][c:6]2[cH:7][cH:8][cH:9][cH:10][c:11]12. Reactants: C1(=CC=CC=C1)S(=O)(=O)N1[C@@H](C(NCC1)=O)CC#C ((R)-4-(benzenesulfonyl)-3-(prop-2-ynyl)piperazin-2-one), ClC1=CC=C(C=C1)S(=O)(=O)N1[C@@H](C(NC=C1)=O)CC#C ((R)-4-(4-chlorobenzenesulfonyl)-3-(prop-2-ynyl)-3,4-dihydropyrazin-2(1H)-one). As a reaction SMILES: C1(S(N2CCNC(=O)[C@H]2CC#C)(=O)=O)C=CC=CC=1.[Cl:20][C:21]1[CH:26]=[CH:25][C:24]([S:27]([N:30]2[CH:35]=[CH:34][NH:33][C:32](=[O:36])[C@H:31]2[CH2:37][C:38]#[CH:39])(=[O:29])=[O:28])=[CH:23][CH:22]=1>>[Cl:20][C:21]1[CH:22]=[CH:23][C:24]([S:27]([N:30]2[CH2:35][CH2:34][NH:33][C:32](=[O:36])[C@H:31]2[CH2:37][C:38]#[CH:39])(=[O:29])=[O:28])=[CH:25][CH:26]=1. Procedure details: Using the procedure described for compound 51, (R)-4-(4-chlorobenzenesulfonyl)-3-(prop-2-ynyl)-3,4-dihydropyrazin-2(1H)-one afforded the title compound as a tan solid. 1H NMR (300 MHz, CDCl3): δ 2.02 (s, 1H), 2.45 (s, 3H), 2.85 (m, 1H), 2.97 (m, 1H), 3.24 (m, 2H), 3.81 (m, 2H), 4.48 (t, 4.7 Hz, 1H), 6.47 (s, 1H), 7.55 (d, 8.0 Hz, 2H), 7.78 (d, 8.0 Hz, 2H). Product: ClC1=CC=C(C=C1)S(=O)(=O)N1[C@@H](C(NCC1)=O)CC#C ((R)-4-(4-chlorobenzenesulfonyl)-3-(prop-2-ynyl)piperazin-2-one). The reactants are CCOC(=O)C(=O)OCC, Cc1ccc(C#N)cc1[N+](=O)[O-], CCO, Cl, [Na]. The product is CCOC(=O)C(=O)Cc1ccc(C#N)cc1[N+](=O)[O-]. Reaction SMILES: [CH2:2]([O:3][C:5]([C:6](=[O:7])[O:8][CH2:9][CH3:10])=[O:11])[CH3:4].[CH3:12][c:13]1[c:14]([N+:21](=[O:22])[O-:23])[cH:15][c:16]([C:17]#[N:18])[cH:19][cH:20]1.[CH3:25][CH2:26][OH:27].[ClH:24].[Na:1]>>[C:5]([C:6](=[O:7])[O:8][CH2:9][CH3:10])(=[O:11])[CH2:12][c:13]1[c:14]([N+:21](=[O:22])[O-:23])[cH:15][c:16]([C:17]#[N:18])[cH:19][cH:20]1.